Dataset: the Open Reaction Database (ORD), a public repository of structured organic reaction records. Task: describe an organic reaction: reactants, conditions, products, and yield Starting materials: C([O-])(O)=O.[Na+] (sodium bicarbonate), OC(CC1=C2CCCC(C2=CC=C1OC)=O)CO (5-(2,3-dihydroxypropyl)-6-methoxy-1-tetralone), OC=1C=C2CCCC(C2=CC1)=O (6-hydroxy-1-tetralone), Cl.O(C)N (methoxylamine hydrochloride), C(C)(=O)[O-].[Na+] (sodium acetate). Solvent: CO (methanol), C(C)(=O)OCC (ethyl acetate), O1CCCC1 (tetrahydrofuran). The product is CON=C1CCCC2=C(C(=CC=C12)OC)CC(CO)O (5-(2,3-dihydroxypropyl)-6-methoxy-3,4-dihydro-2H-naphthalen-1-one O-methyloxime). The yield is 82.0%. RXN SMILES: [OH:1][CH:2]([CH2:17][OH:18])[CH2:3][C:4]1[C:13]([O:14][CH3:15])=[CH:12][CH:11]=[C:10]2[C:5]=1[CH2:6][CH2:7][CH2:8][C:9]2=O.OC1C=C2C(=CC=1)C(=O)CCC2.Cl.[O:32]([NH2:34])[CH3:33].C([O-])(=O)C.[Na+].C(=O)(O)[O-].[Na+]>C(OCC)(=O)C.O1CCCC1.CO>[CH3:33][O:32][N:34]=[C:9]1[C:10]2[C:5](=[C:4]([CH2:3][CH:2]([OH:1])[CH2:17][OH:18])[C:13]([O:14][CH3:15])=[CH:12][CH:11]=2)[CH2:6][CH2:7][CH2:8]1 |f:2.3,4.5,6.7|. Procedure details: 200 mg of 5-(2,3-dihydroxypropyl)-6-methoxy-1-tetralone synthesized from 6-hydroxy-1-tetralone according to the methods described in Example 7, (1)-(4), was dissolved in a mixed solution consisting of 5 ml of methanol and 3 ml of tetrahydrofuran. Thereafter, 401 mg of methoxylamine hydrochloride and 394 mg of sodium acetate were added to the reaction solution, and the obtained mixture was then stirred at room temperature. After completion of the reaction, a saturated sodium bicarbonate aqueous s... Reactants: CCOC(=O)N=NC(=O)OCC, C=CCC(CO)(CO)C(=O)OC, c1ccc(P(c2ccccc2)c2ccccc2)cc1. Product: C=CCC1(C(=O)OC)COC1. As a reaction SMILES: [O:1]=[C:2]([O:3][CH2:4][CH3:5])[N:6]=[N:7][C:8]([O:9][CH2:10][CH3:11])=[O:12].[OH:13][CH2:14][C:15]([C:16](=[O:17])[O:18][CH3:19])([CH2:20][CH:21]=[CH2:22])[CH2:23][OH:24].[c:25]1([P:26]([c:27]2[cH:28][cH:29][cH:30][cH:31][cH:32]2)[c:33]2[cH:34][cH:35][cH:36][cH:37][cH:38]2)[cH:39][cH:40][cH:41][cH:42][cH:43]1>>[CH2:14]1[C:15]([C:16](=[O:17])[O:18][CH3:19])([CH2:20][CH:21]=[CH2:22])[CH2:23][O:24]1. As a reaction SMILES: [C:1]([CH3:2])([CH3:3])([CH3:4])[O:5][C:6](=[O:7])[NH:8][c:9]1[c:10]([N+:16]([O-:17])=[O:18])[c:11]([F:15])[cH:12][cH:13][cH:14]1.[CH3:19][OH:20].[H:22][H:23].[OH2:21]>>[C:1]([CH3:2])([CH3:3])([CH3:4])[O:5][C:6](=[O:7])[NH:8][c:9]1[c:10]([NH2:16])[c:11]([F:15])[cH:12][cH:13][cH:14]1. Product: CC(C)(C)OC(=O)Nc1cccc(F)c1N. Starting materials: CC(C)(C)OC(=O)Nc1cccc(F)c1[N+](=O)[O-], CO, [H][H], O. Starting materials: COC1=CC=C(C=C1)O (4-methoxyphenol), BrBr (bromine). Solvent: CN(C)C=O (DMF). Reaction conditions: time 2 hour. The product is BrC1=C(C=CC(=C1)OC)O (2-Bromo-4-methoxyphenol). Yield: 100.0%. Reaction SMILES: [CH3:1][O:2][C:3]1[CH:8]=[CH:7][C:6]([OH:9])=[CH:5][CH:4]=1.[Br:10]Br>CN(C=O)C>[Br:10][C:7]1[CH:8]=[C:3]([O:2][CH3:1])[CH:4]=[CH:5][C:6]=1[OH:9]. Reported procedure: To a solution of 4-methoxyphenol (13.00 g, 104.84 mmol) in DMF (50 mL) was added bromine (5.40 mL, 104.84 mmol) at 0° C. The reaction was allowed to warm to room temperature. After stirring for 2 h the reaction was quenched with water and extracted with ethyl acetate (3×200 mL). The combined organic extracts were washed with brine and dried (Na2SO4). Removal of the solvent under reduced pressure gave 21.28 g of the crude title compound as a dark oil: 1H NMR (250 MHz. CDCl3) d 7.49 (b, 1H), 6.96 ...